This data is from the Open Reaction Database (ORD), a public repository of structured organic reaction records. The task is: describe an organic reaction: reactants, conditions, products, and yield Starting materials: O=C([O-])O, C=CCOC(=O)C1=C(Sc2nc(C3=CC(C)N(C(=O)OCC=C)C3)cs2)C(C)C2C(C(C)O[Si](C)(C)C)C(=O)N12, C1CCOC1, Cl, [Na+], O. Yields the product C=CCOC(=O)C1=C(Sc2nc(C3=CC(C)N(C(=O)OCC=C)C3)cs2)C(C)C2C(C(C)O)C(=O)N12. RXN SMILES: [C:43](=[O:44])([O-:45])[OH:46].[CH2:1]([CH:2]=[CH2:3])[O:4][C:5](=[O:6])[N:7]1[CH2:8][C:9]([c:13]2[n:14][c:15]([S:18][C:19]3=[C:20]([C:35](=[O:36])[O:37][CH2:38][CH:39]=[CH2:40])[N:21]4[C:22](=[O:34])[CH:23]([CH:27]([CH3:28])[O:29][Si:30]([CH3:31])([CH3:32])[CH3:33])[CH:24]4[CH:25]3[CH3:26])[s:16][cH:17]2)=[CH:10][CH:11]1[CH3:12].[CH2:48]1[O:49][CH2:50][CH2:51][CH2:52]1.[ClH:42].[Na+:47].[OH2:41]>>[CH2:1]([CH:2]=[CH2:3])[O:4][C:5](=[O:6])[N:7]1[CH2:8][C:9]([c:13]2[n:14][c:15]([S:18][C:19]3=[C:20]([C:35](=[O:36])[O:37][CH2:38][CH:39]=[CH2:40])[N:21]4[C:22](=[O:34])[CH:23]([CH:27]([CH3:28])[OH:29])[CH:24]4[CH:25]3[CH3:26])[s:16][cH:17]2)=[CH:10][CH:11]1[CH3:12]. Starting materials: CCOC(=O)C1(F)CCN(C(=O)OC(C)(C)C)CC1, CO, N. The product is CC(C)(C)OC(=O)N1CCC(F)(C(N)=O)CC1. RXN SMILES: [CH2:1]([O:3][C:4](=[O:2])[C:6]1([F:19])[CH2:7][CH2:8][N:9]([C:12](=[O:13])[O:14][C:15]([CH3:16])([CH3:17])[CH3:18])[CH2:10][CH2:11]1)[CH3:5].[CH3:21][OH:22].[NH3:20]>>[O:3]=[C:4]([C:6]1([F:19])[CH2:7][CH2:8][N:9]([C:12](=[O:13])[O:14][C:15]([CH3:16])([CH3:17])[CH3:18])[CH2:10][CH2:11]1)[NH2:20]. Starting materials: BrC=1C=C2N(N=CC(=C2OC)C(=O)N)C1 (6-bromo-4-methoxypyrrolo[1,2-b]pyridazine-3-carboxamide), C1(=CC=CC=C1)B(O)O (phenyl boronic acid), C([O-])([O-])=O.[K+].[K+] (potassium carbonate). The reagents and catalysts are C=1C=CC(=CC1)[P](C=2C=CC=CC2)(C=3C=CC=CC3)[Pd]([P](C=4C=CC=CC4)(C=5C=CC=CC5)C=6C=CC=CC6)([P](C=7C=CC=CC7)(C=8C=CC=CC8)C=9C=CC=CC9)[P](C=1C=CC=CC1)(C=1C=CC=CC1)C=1C=CC=CC1 (tetrakis(triphenylphosphine)palladium). Solvent: COCCOC (DME). Run at temperature 92.5 celsius. Product: COC=1C=2N(N=CC1C(=O)N)C=C(C2)C2=CC=CC=C2 (4-methoxy-6-phenylpyrrolo[1,2-b]pyridazine-3-carboxamide). Isolated yield 80.4%. As a reaction SMILES: Br[C:2]1[CH:3]=[C:4]2[C:9]([O:10][CH3:11])=[C:8]([C:12]([NH2:14])=[O:13])[CH:7]=[N:6][N:5]2[CH:15]=1.[C:16]1(B(O)O)[CH:21]=[CH:20][CH:19]=[CH:18][CH:17]=1.C(=O)([O-])[O-].[K+].[K+]>COCCOC.C1C=CC([P]([Pd]([P](C2C=CC=CC=2)(C2C=CC=CC=2)C2C=CC=CC=2)([P](C2C=CC=CC=2)(C2C=CC=CC=2)C2C=CC=CC=2)[P](C2C=CC=CC=2)(C2C=CC=CC=2)C2C=CC=CC=2)(C2C=CC=CC=2)C2C=CC=CC=2)=CC=1>[CH3:11][O:10][C:9]1[C:4]2[N:5]([CH:15]=[C:2]([C:16]3[CH:21]=[CH:20][CH:19]=[CH:18][CH:17]=3)[CH:3]=2)[N:6]=[CH:7][C:8]=1[C:12]([NH2:14])=[O:13] |f:2.3.4,^1:40,42,61,80|. Reported procedure: Nitrogen was bubbled through a mixture of 6-bromo-4-methoxypyrrolo[1,2-b]pyridazine-3-carboxamide (77 mg, 0.285 mmol), phenyl boronic acid (104 mg, 0.855 mmol), tetrakis(triphenylphosphine)palladium (32.9 mg, 0.029 mmol) and 2M aq. potassium carbonate, (0.570 mL, 1.140 mmol) in DME (0.75 mL) for ˜1 minute. The reaction mixture was then heated to 90-95° C. for 1 hr. The reaction mixture was partitioned between EtOAc (30 ml) and water (30 ml). The organic layer was washed with brine (30 ml), dried... Starting materials: FC=1C(=CC2=C(SC=C2)C1OC)C(=O)O (6-fluoro-7-methoxybenzo[b]thiophene-5-carboxylic acid), Cl (hydrochloric acid), C(Cl)Cl (methylene chloride), S(=O)(Cl)Cl (thionyl chloride), C(C)(=O)O (acetic acid). Solvent: C(C)(=O)OCC (ethyl acetate), O (Water), C(C)(=O)OCC (ethyl acetate), O (water). Conditions: time 1 hour. Yields the product FC=1C(=CC2=C(SC=C2)C1OC)CC(=O)OC (methyl 2-(6-fluoro-7-methoxybenzo[b]thiophen-5-yl)-acetate). As a reaction SMILES: [F:1][C:2]1[C:3]([C:13](O)=O)=[CH:4][C:5]2[CH:9]=[CH:8][S:7][C:6]=2[C:10]=1[O:11][CH3:12].S(Cl)(Cl)=O.[C:20]([OH:23])(=[O:22])C.Cl.[CH2:25](Cl)Cl>C(OCC)(=O)C.O>[F:1][C:2]1[C:3]([CH2:13][C:20]([O:23][CH3:25])=[O:22])=[CH:4][C:5]2[CH:9]=[CH:8][S:7][C:6]=2[C:10]=1[O:11][CH3:12]. Procedure: In 40 mL of methylene chloride is suspended 4.00 g of 6-fluoro-7-methoxybenzo[b]thiophene-5-carboxylic acid, to which is added 1.55 mL of thionyl chloride. The mixture is heated under reflux for 2 hours. The reaction mixture is concentrated under reduced pressure, and the residue is dissolved in 40 mL of methylene chloride. At an ice-cooled temperature, 200 mL of 0.5 mol/L solution of diazomethane in diethyl ether is added to the solution obtained above, and the mixture thus formed is stirred at... The reactants are O=C1c2ccccc2C(=O)N1CCBr, Cc1nn(-c2ccccc2)c(C)c1NCCN1C(=O)c2ccccc2C1=O, Cc1nn(-c2ccccc2)c(C)c1N. The product is Cc1nn(-c2ccccc2)c(C)c1NCCN. As a reaction SMILES: [Br:28][CH2:29][CH2:30][N:31]1[C:32](=[O:33])[c:34]2[cH:35][cH:36][cH:37][cH:38][c:39]2[C:40]1=[O:41].[C:1]1(=[O:2])[N:5]([CH2:6][CH2:7][NH:8][c:9]2[c:10]([CH3:21])[n:11][n:12](-[c:15]3[cH:16][cH:17][cH:18][cH:19][cH:20]3)[c:13]2[CH3:14])[C:3](=[O:4])[c:22]2[cH:23][cH:24][cH:25][cH:26][c:27]21.[NH2:42][c:43]1[c:44]([CH3:45])[n:46][n:47](-[c:48]2[cH:49][cH:50][cH:51][cH:52][cH:53]2)[c:54]1[CH3:55]>>[NH2:5][CH2:6][CH2:7][NH:8][c:9]1[c:10]([CH3:21])[n:11][n:12](-[c:15]2[cH:16][cH:17][cH:18][cH:19][cH:20]2)[c:13]1[CH3:14]. Reactants: BrC1=CC=C(C=C1)CC(=O)O (4-bromophenyl acetic acid), CC=1N=COC1C(=O)O (4-methyl-1,3-oxazole-5-carboxylic acid), C([O-])([O-])=O.[Cs+].[Cs+] (cesium carbonate). Reagents/catalysts: O.[Cl-].C(CCC)[N+](CCCC)(CCCC)CCCC (tetrabutyl ammonium chloride monohydrate), CC(C)([P](C(C)(C)C)([Pd][P](C(C)(C)C)(C(C)(C)C)C(C)(C)C)C(C)(C)C)C (bis(tri-t-butylphosphine)palladium(0)). Solvent: CN(C)C=O (DMF), C(Cl)Cl (CH2Cl2). Run at time 3 hour. The product is CC=1N=COC1C1=CC=C(C=C1)CC(=O)O ([4-(4-methyl-1,3-oxazol-5-yl)phenyl]acetic acid). Isolated yield 24.0%. RXN SMILES: Br[C:2]1[CH:7]=[CH:6][C:5]([CH2:8][C:9]([OH:11])=[O:10])=[CH:4][CH:3]=1.[CH3:12][C:13]1[N:14]=[CH:15][O:16][C:17]=1C(O)=O.C(=O)([O-])[O-].[Cs+].[Cs+]>CN(C=O)C.O.[Cl-].C([N+](CCCC)(CCCC)CCCC)CCC.C(Cl)Cl.CC(C)([P](C(C)(C)C)([Pd][P](C(C)(C)C)(C(C)(C)C)C(C)(C)C)C(C)(C)C)C>[CH3:12][C:13]1[N:14]=[CH:15][O:16][C:17]=1[C:2]1[CH:7]=[CH:6][C:5]([CH2:8][C:9]([OH:11])=[O:10])=[CH:4][CH:3]=1 |f:2.3.4,6.7.8,^1:56,62|. Procedure details: To a solution of 3.00 g (14.0 mmol) 4-bromophenyl acetic acid in 25.0 ml DMF was added 3.60 g (27.9 mmol) 4-methyl-1,3-oxazole-5-carboxylic acid, 6.80 g (20.9 mmol) cesium carbonate, 4.1 g (14.0 mmol) tetrabutyl ammonium chloride monohydrate, and 0.400 g (0.700 mmol) bis(tri-t-butylphosphine)palladium(0). After 3.00 h at 140° C., the reaction mixture was, diluted with CH2Cl2, washed with 10% citric acid, washed twice with water, and washed with brine. The organic layer was dried over NaSO4, filt... The reactants are Cl.C1(CC1)COC=1C=C(C=CC1OC(F)F)[C@H](CC1=C(C=[N+](C=C1Cl)[O-])Cl)OC(=O)[C@@H]1SCCN1 ([(1S)-1-[3-(cyclopropylmethoxy)-4-(difluoromethoxy)phenyl]-2-(3,5-dichloro-1-oxido-pyridin-1-ium-4-yl)ethyl](2S)-thiazolidine-2-carboxylate hydrochloride), Cl.C1(CC1)COC=1C=C(C=CC1OC(F)F)[C@H](CC1=C(C=[N+](C=C1Cl)[O-])Cl)OC(=O)[C@@H]1SCCN1 ([(1S)-1-[3-(cyclopropylmethoxy)-4-(difluoromethoxy)phenyl]-2-(3,5-dichloro-1-oxido-pyridin-1-ium-4-yl)ethyl](2S)-thiazolidine-2-carboxylate hydrochloride), ClS(=O)(=O)C=1C=C(C(=O)O)C=CC1 (3-(chlorosulfonyl)benzoic acid). Run in N1=CC=CC=C1 (Pyridine). Yields the product C(=O)(O)C=1C=C(C=CC1)S(=O)(=O)N1[C@@H](SCC1)C(=O)O[C@@H](CC1=C(C=[N+](C=C1Cl)[O-])Cl)C1=CC(=C(C=C1)OC(F)F)OCC1CC1 (4-((S)-2-(((S)-3-((3-carboxyphenyl)sulfonyl)thiazolidine-2-carbonyl)oxy)-2-(3-(cyclopropylmethoxy)-4-(difluoromethoxy)phenyl)ethyl)-3,5-dichloropyridine 1-oxide). Yield: 0.1%. Reaction SMILES: Cl.[CH:2]1([CH2:5][O:6][C:7]2[CH:8]=[C:9]([C@@H:17]([O:28][C:29]([C@H:31]3[NH:35][CH2:34][CH2:33][S:32]3)=[O:30])[CH2:18][C:19]3[C:24]([Cl:25])=[CH:23][N+:22]([O-:26])=[CH:21][C:20]=3[Cl:27])[CH:10]=[CH:11][C:12]=2[O:13][CH:14]([F:16])[F:15])[CH2:4][CH2:3]1.Cl[S:37]([C:40]1[CH:41]=[C:42]([CH:46]=[CH:47][CH:48]=1)[C:43]([OH:45])=[O:44])(=[O:39])=[O:38]>N1C=CC=CC=1>[C:43]([C:42]1[CH:41]=[C:40]([S:37]([N:35]2[CH2:34][CH2:33][S:32][C@H:31]2[C:29]([O:28][C@H:17]([C:9]2[CH:10]=[CH:11][C:12]([O:13][CH:14]([F:16])[F:15])=[C:7]([O:6][CH2:5][CH:2]3[CH2:4][CH2:3]3)[CH:8]=2)[CH2:18][C:19]2[C:24]([Cl:25])=[CH:23][N+:22]([O-:26])=[CH:21][C:20]=2[Cl:27])=[O:30])(=[O:39])=[O:38])[CH:48]=[CH:47][CH:46]=1)([OH:45])=[O:44] |f:0.1|. Reported procedure: 3,5-Dichloro-4-((S)-2-(3-(cyclopropylmethoxy)-4-(difluoromethoxy)phenyl)-2-(((S)-thiazolidine-2-carbonyl)oxy)ethyl)pyridine 1-oxide hydrochloride (Intermediate 9 above described) (400 mg, 0,699 mmol) was dissolved in Pyridine (2 ml). 3-(chlorosulfonyl)benzoic acid (463 mg, 2,098 mmol) was added at 0° C., and the reaction was warmed at room temperature for 4 hrs to achieve completion. The reaction mixture was quenched with HCl 1N, and the precipitate was washed with HCl 1N, dissolved in DCM and t...